From a dataset of the Open Reaction Database (ORD), a public repository of structured organic reaction records. describe an organic reaction: reactants, conditions, products, and yield Solvent: CO (methanol). The reactants are ClC1=C(C=C(C=C1)CNC(C(F)(F)F)=O)C1=NN(C(N1)=O)C1=CC(=C(C(=O)OC)C=C1)OC (methyl 4-(3-(2-chloro-5-((2,2,2-trifluoroacetamido)methyl)phenyl)-5-oxo-4,5-dihydro-1H-1,2,4-triazol-1-yl)-2-methoxybenzoate), Cl (HCl). Yield: 205.2%. As a reaction SMILES: [Cl:1][C:2]1[CH:7]=[CH:6][C:5]([CH2:8][NH:9]C(=O)C(F)(F)F)=[CH:4][C:3]=1[C:16]1[NH:20][C:19](=[O:21])[N:18]([C:22]2[CH:31]=[CH:30][C:25]([C:26]([O:28][CH3:29])=[O:27])=[C:24]([O:32][CH3:33])[CH:23]=2)[N:17]=1.Cl>CO>[ClH:1].[NH2:9][CH2:8][C:5]1[CH:6]=[CH:7][C:2]([Cl:1])=[C:3]([C:16]2[NH:20][C:19](=[O:21])[N:18]([C:22]3[CH:31]=[CH:30][C:25]([C:26]([O:28][CH3:29])=[O:27])=[C:24]([O:32][CH3:33])[CH:23]=3)[N:17]=2)[CH:4]=1 |f:3.4|. Procedure: A solution of methyl 4-(3-(2-chloro-5-((2,2,2-trifluoroacetamido)methyl)phenyl)-5-oxo-4,5-dihydro-1H-1,2,4-triazol-1-yl)-2-methoxybenzoate (step-5 of Intermediate-26, 0.500 g) in methanol (20 mL) was added conc. HCl (5 mL) dropwise. The reaction mass was refluxed for 24 h. The reaction mass was concentrated to afford 0.450 g of desired product. 1H NMR (300 MHz, DMSO d6): δ 3.78 (s, 3H), 3.85 (s, 3H), 4.10 (d, J=5.4 Hz, 2H), 7.63 (d, J=9.0 Hz, 1H), 7.74-7.84 (m, 4H), 7.94 (s, 1H), 8.57 (s, 2H), 1... Yields the product Cl.NCC=1C=CC(=C(C1)C1=NN(C(N1)=O)C1=CC(=C(C(=O)OC)C=C1)OC)Cl (methyl 4-(3-(5-(aminomethyl)-2-chlorophenyl)-5-oxo-4,5-dihydro-1H-1,2,4-triazol-1-yl)-2-methoxybenzoate hydrochloride).